Dataset: the Open Reaction Database (ORD), a public repository of structured organic reaction records. Task: describe an organic reaction: reactants, conditions, products, and yield Reactants: C(C)(C)(C)N=C=O (t-butyl isocyanate), NC1=C(C=C(C=C1)[N+](=O)[O-])O (2-amino-5-nitrophenol). Run in C1(=CC=CC=C1)C (toluene). Product: C(C)(C)(C)NC(=O)NC1=C(C=C(C=C1)[N+](=O)[O-])O (N-t-Butyl-N'-(2-hydroxy-4-nitrophenyl)urea). Procedure: To a solution of t-butyl isocyanate (400 mg, 4.04 mmol) in toluene, the 2-amino-5-nitrophenol (622 mg, 4.04 mmol) was added. The reaction mixture was stirred at 80° C. for 24 hours, then cooled to room temperature. The product was purified by precipitation from toluene and filtering (864 mg, 85%). m.p: 99.0-101.1° C.; EI-MS m/z 254 (M+H)+. Reaction SMILES: [C:1]([N:5]=[C:6]=[O:7])([CH3:4])([CH3:3])[CH3:2].[NH2:8][C:9]1[CH:14]=[CH:13][C:12]([N+:15]([O-:17])=[O:16])=[CH:11][C:10]=1[OH:18]>C1(C)C=CC=CC=1>[C:1]([NH:5][C:6]([NH:8][C:9]1[CH:14]=[CH:13][C:12]([N+:15]([O-:17])=[O:16])=[CH:11][C:10]=1[OH:18])=[O:7])([CH3:4])([CH3:3])[CH3:2]. Run at temperature 80 celsius, time 24 hour.